From a dataset of the Open Reaction Database (ORD), a public repository of structured organic reaction records. describe an organic reaction: reactants, conditions, products, and yield RXN SMILES: [Br:7][c:8]1[cH:9][n:10][c:11]([O:18][CH3:19])[c:12]2[c:17]1[CH2:16][CH2:15][CH2:14][CH2:13]2.[C:32]([P:33]([c:34]1[cH:35][cH:36][cH:37][cH:38][c:39]1-[c:40]1[cH:41][cH:42][cH:43][cH:44][cH:45]1)[C:46]([CH3:47])([CH3:48])[CH3:49])([CH3:50])([CH3:51])[CH3:52].[CH3:1][C:2]([CH3:3])([O-:4])[CH3:5].[CH3:53][c:54]1[cH:55][cH:56][cH:57][cH:58][cH:59]1.[K+:6].[NH2:20][c:21]1[cH:22][c:23]([C:24](=[O:25])[O:26][CH2:27][CH3:28])[cH:29][cH:30][cH:31]1>>[c:8]1([NH:20][c:21]2[cH:22][c:23]([C:24](=[O:25])[O:26][CH2:27][CH3:28])[cH:29][cH:30][cH:31]2)[cH:9][n:10][c:11]([O:18][CH3:19])[c:12]2[c:17]1[CH2:16][CH2:15][CH2:14][CH2:13]2. Product: CCOC(=O)c1cccc(Nc2cnc(OC)c3c2CCCC3)c1. The reactants are COc1ncc(Br)c2c1CCCC2, CC(C)(C)P(c1ccccc1-c1ccccc1)C(C)(C)C, CC(C)(C)[O-], Cc1ccccc1, [K+], CCOC(=O)c1cccc(N)c1.